This data is from the Open Reaction Database (ORD), a public repository of structured organic reaction records. The task is: describe an organic reaction: reactants, conditions, products, and yield The reactants are OCCC(=O)NNC(=S)[S-].[K+] (Potassium 3-(3-hydroxypropionyl)dithiocarbazate), S(O)(O)(=O)=O (sulfuric acid). Run in C(C)(=O)OCC (ethyl acetate), C(C)(=O)OCC (ethyl acetate), Petroleum ether. The product is OCCC1=NN=C(S1)S (5-(2-hydroxyethyl)-1,3,4-thiadiazole-2-thiol). Isolated yield 24.7%. As a reaction SMILES: [OH:1][CH2:2][CH2:3][C:4]([NH:6][NH:7][C:8]([S-:10])=[S:9])=O.[K+].S(=O)(=O)(O)O>C(OCC)(=O)C>[OH:1][CH2:2][CH2:3][C:4]1[S:9][C:8]([SH:10])=[N:7][N:6]=1 |f:0.1|. Procedure details: Potassium 3-(3-hydroxypropionyl)dithiocarbazate (12 g) was added bit by bit to a mixture of conc. sulfuric acid (15 ml) and ethyl acetate (75 ml) at 0° to 5° C. over 15 minutes. The mixture was stirred for an hour at the same temperature. The reaction mixture was poured into ethyl acetate (800 ml), and the organic phase washed with a saturated aqueous solution of sodium chloride and then dried over magnesium sulfate. The solvent was distilled off under reduced pressure to give an oily residue. P... Reactants: ClCCl, CSc1nc(C(=O)NCc2ccc(Cl)c(Oc3cc(Cl)cc(C#N)c3)c2F)cn1C(c1ccccc1)(c1ccccc1)c1ccccc1, O=C(O)C(F)(F)F, O=C(O)C(F)(F)F. Yields the product CSc1nc(C(=O)NCc2ccc(Cl)c(Oc3cc(Cl)cc(C#N)c3)c2F)c[nH]1, O=C(O)C(F)(F)F. As a reaction SMILES: [Cl:63][CH2:64][Cl:65].[Cl:8][c:9]1[c:10]([O:46][c:47]2[cH:48][c:49]([Cl:55])[cH:50][c:51]([C:53]#[N:54])[cH:52]2)[c:11]([F:45])[c:12]([CH2:15][NH:16][C:17](=[O:18])[c:19]2[n:20][c:21]([S:43][CH3:44])[n:22]([C:24]([c:25]3[cH:26][cH:27][cH:28][cH:29][cH:30]3)([c:31]3[cH:32][cH:33][cH:34][cH:35][cH:36]3)[c:37]3[cH:38][cH:39][cH:40][cH:41][cH:42]3)[cH:23]2)[cH:13][cH:14]1.[F:1][C:2]([C:3](=[O:4])[OH:5])([F:6])[F:7].[OH:56][C:57]([C:58]([F:59])([F:60])[F:61])=[O:62]>>[Cl:8][c:9]1[c:10]([O:46][c:47]2[cH:48][c:49]([Cl:55])[cH:50][c:51]([C:53]#[N:54])[cH:52]2)[c:11]([F:45])[c:12]([CH2:15][NH:16][C:17](=[O:18])[c:19]2[n:20][c:21]([S:43][CH3:44])[nH:22][cH:23]2)[cH:13][cH:14]1.[F:1][C:2]([C:3](=[O:4])[OH:5])([F:6])[F:7]. Product: ClC1=C(OC=2C=CC(=C(C(=O)N)C2)[N+](=O)[O-])C=CC(=C1)C(F)(F)F (5-(2-chloro-4-trifluoromethylphenoxy)-2-nitrobenzamide). Reported procedure: To a 100 ml flask fitted with a magnetic stirrer and drying tube is added dimethyl sulfoxide (30 ml), anhydrous potassium carbonate (7.55 g, 0.054 mole) and 2-chloro-4-trifluoromethylphenol (10.3 g, 0.052 mole). The mixture is stirred at room temperature overnight. A solution of N,N-diethyl-5-fluoro-2-nitrobenzamide (12.5 g, 0.052 mole) in dimethyl sulfoxide (20 ml) is then added rapidly and the reaction mixture is stirred at room temperature for 60 hours. The reaction mixture is poured into wat... Reactants: O (water), C(C)N(C(C1=C(C=CC(=C1)F)[N+](=O)[O-])=O)CC (N,N-diethyl-5-fluoro-2-nitrobenzamide), C([O-])([O-])=O.[K+].[K+] (potassium carbonate), ClC1=C(C=CC(=C1)C(F)(F)F)O (2-chloro-4-trifluoromethylphenol). Isolated yield 81.6%. Conditions: time 8 hour. The solvent is C1=CC=CC=C1.CCCCCC (benzene hexane), CS(=O)C (dimethyl sulfoxide), CS(=O)C (dimethyl sulfoxide). Reaction SMILES: C(=O)([O-])[O-].[K+].[K+].[Cl:7][C:8]1[CH:13]=[C:12]([C:14]([F:17])([F:16])[F:15])[CH:11]=[CH:10][C:9]=1[OH:18].C([N:21](CC)[C:22](=[O:33])[C:23]1[CH:28]=[C:27](F)[CH:26]=[CH:25][C:24]=1[N+:30]([O-:32])=[O:31])C.O>CS(C)=O.C1C=CC=CC=1.CCCCCC>[Cl:7][C:8]1[CH:13]=[C:12]([C:14]([F:16])([F:17])[F:15])[CH:11]=[CH:10][C:9]=1[O:18][C:27]1[CH:26]=[CH:25][C:24]([N+:30]([O-:32])=[O:31])=[C:23]([CH:28]=1)[C:22]([NH2:21])=[O:33] |f:0.1.2,7.8|. The reactants are C1(=CC=C(C=C1)N1N=C(C=2C1=NC=CC2)OS(=O)(=O)C2=CC=C(C=C2)C)C (toluene-4-sulfonic acid 1-p-tolyl-1H-pyrazolo[3,4-b]pyridin-3-yl ester), C(C)N(CC#C)CC (diethyl-prop-2-ynyl-amine). The solvent is CCCCCCC.CCOC(=O)C (heptane EtOAc). Product: C(C)N(CC#CC1=NN(C2=NC=CC=C21)C2=CC=C(C=C2)C)CC (Diethyl-[3-(1-p-tolyl-1H-pyrazolo[3,4-b]pyridin-3-yl)-prop-2-ynyl]-amine). As a reaction SMILES: [C:1]1([CH3:27])[CH:6]=[CH:5][C:4]([N:7]2[C:11]3=[N:12][CH:13]=[CH:14][CH:15]=[C:10]3[C:9](OS(C3C=CC(C)=CC=3)(=O)=O)=[N:8]2)=[CH:3][CH:2]=1.[CH2:28]([N:30]([CH2:34][CH3:35])[CH2:31][C:32]#[CH:33])[CH3:29]>CCCCCCC.CCOC(C)=O>[CH2:28]([N:30]([CH2:34][CH3:35])[CH2:31][C:32]#[C:33][C:9]1[C:10]2[C:11](=[N:12][CH:13]=[CH:14][CH:15]=2)[N:7]([C:4]2[CH:3]=[CH:2][C:1]([CH3:27])=[CH:6][CH:5]=2)[N:8]=1)[CH3:29] |f:2.3|. Procedure details: This product was prepared from toluene-4-sulfonic acid 1-p-tolyl-1H-pyrazolo[3,4-b]pyridin-3-yl ester and diethyl-prop-2-ynyl-amine following the general procedure for the Sonogashira cross-coupling reaction described above. Chromatography eluent: heptane/EtOAc 4:6; yield (64 mg, 40%); 1H NMR δ (CDCl3): 8.64 (m, 1H), 8.19 (m, 1H), 8.11 (d, J=8.52 Hz, 2H), 7.33 (d, J=8.49 Hz, 2H), 7.21-7.28 (m, 1H), 3.86 (s, 2H), 2.73 (q, J=7.17 Hz, 4H), 2.40 (s, 3H), 1.20 (t, J=7.16 Hz, 6H); LCMS m/z: 318. Reactants: NC1=NC=C(C=C1C1=CC2=C(S1)C=CC(=C2)NC(=O)NC2=CC(=C(C=C2)Cl)C(F)(F)F)C2=NN=NN2CCCO[Si](C)(C)C(C)(C)C (1-(2-(2-amino-5-(1-(3-((tert-butyldimethylsilyl)oxy)propyl)-1H-tetrazol-5-yl)pyridin-3-yl)benzo[b]thiophen-5-yl)-3-(4-chloro-3-(trifluoromethyl)phenyl)urea), [F-].C(CCC)[N+](CCCC)(CCCC)CCCC (tetrabutylammonium fluoride). Run in O1CCCC1 (tetrahydrofuran). Conditions: time 2 hour. Yields the product NC1=NC=C(C=C1C=1SC2=C(C1)C=C(C=C2)NC(=O)NC2=CC(=C(C=C2)Cl)C(F)(F)F)C2=NN=NN2CCCO (1-(2-{2-amino-5-[1-(3-hydroxypropyl)-1H-tetrazol-5-yl]pyridin-3-yl}-1-benzothien-5-yl)-3-[4-chloro-3-(trifluoromethyl)phenyl]urea). As a reaction SMILES: [NH2:1][C:2]1[C:7]([C:8]2[S:12][C:11]3[CH:13]=[CH:14][C:15]([NH:17][C:18]([NH:20][C:21]4[CH:26]=[CH:25][C:24]([Cl:27])=[C:23]([C:28]([F:31])([F:30])[F:29])[CH:22]=4)=[O:19])=[CH:16][C:10]=3[CH:9]=2)=[CH:6][C:5]([C:32]2[N:36]([CH2:37][CH2:38][CH2:39][O:40][Si](C(C)(C)C)(C)C)[N:35]=[N:34][N:33]=2)=[CH:4][N:3]=1.[F-].C([N+](CCCC)(CCCC)CCCC)CCC>O1CCCC1>[NH2:1][C:2]1[C:7]([C:8]2[S:12][C:11]3[CH:13]=[CH:14][C:15]([NH:17][C:18]([NH:20][C:21]4[CH:26]=[CH:25][C:24]([Cl:27])=[C:23]([C:28]([F:31])([F:30])[F:29])[CH:22]=4)=[O:19])=[CH:16][C:10]=3[CH:9]=2)=[CH:6][C:5]([C:32]2[N:36]([CH2:37][CH2:38][CH2:39][OH:40])[N:35]=[N:34][N:33]=2)=[CH:4][N:3]=1 |f:1.2|. Procedure details: To the solution of 1-(2-(2-amino-5-(1-(3-((tert-butyldimethylsilyl)oxy)propyl)-1H-tetrazol-5-yl)pyridin-3-yl)benzo[b]thiophen-5-yl)-3-(4-chloro-3-(trifluoromethyl)phenyl)urea (120 mg, 0.17 mmol, 1 eq) in anhydrous tetrahydrofuran (3 mL) under nitrogen atmosphere at 0° C. was added dropwise a solution of tetrabutylammonium fluoride (1.0 M in THF, 0.51 mL, 3 eq). After the reaction was stirred at room temperature for 2 hours, it was partitioned between ethyl acetate and aqueous ammonium chloride. ... The reactants are C(C)OC(C(C(=O)OCC)(C)C)=O (2,2-Dimethyl-malonic acid diethyl ester), [OH-].[K+] (potassium hydroxide), [OH-].[K+] (potassium hydroxide). The solvent is C(C)O (ethanol). Yields the product C(C)OC(C(C(=O)O)(C)C)=O (2,2-Dimethyl-malonic Acid Monoethyl Ester). RXN SMILES: [CH2:1]([O:3][C:4](=[O:13])[C:5]([CH3:12])([CH3:11])[C:6]([O:8]CC)=[O:7])[CH3:2].[OH-].[K+]>C(O)C>[CH2:1]([O:3][C:4](=[O:13])[C:5]([CH3:12])([CH3:11])[C:6]([OH:8])=[O:7])[CH3:2] |f:1.2|. Procedure details: 25 g 2,2-Dimethyl-malonic acid diethyl ester, 7.8 g potassium hydroxide and 500 ml ethanol were mixed in a round-bottomed flask and refluxed for 3 hours. Then again 2.2 g potassium hydroxide were added and the mixture was refluxed overnight. The solvent was removed on a rotovap, 250 ml H2O were added and the mixture was washed with ether. The aqueous phase was acidified with HCl to pH 3-4 followed by two extractions with dichloromethane. The organic solvent was dried and evaporated and the resul...